From a dataset of the Open Reaction Database (ORD), a public repository of structured organic reaction records. describe an organic reaction: reactants, conditions, products, and yield The reactants are CCC(CC)COC(C1=CC=CC=C1)(C2=CC=CC=C2)C(=O)N(C)CC[NH+](C)C.[Cl-] (X-100), C(CO)(=O)O (glycolic acid), C(CN)N (ethylenediamine), C(C(C)C)(=O)O (isobutyric acid), flavin mononucleotide, C(CO)(=O)[O-] (glycolate). The solvent is aqueous solution. Conditions: temperature 5 celsius, time 16 hour. Yields the product C(C=O)(=O)[O-] (glyoxylate), C(=O)[O-] (formate), C(C(=O)[O-])(=O)[O-] (oxalate). Reaction SMILES: [C:1]([OH:5])(=[O:4])[CH2:2][OH:3].C(N)CN.[C:10]([OH:15])(=[O:14])C(C)C.[C:16]([O-:20])(=[O:19])[CH2:17][OH:18].CCC(C[O:27]C(C(N(CC[NH+](C)C)C)=O)(C1C=CC=CC=1)C1C=CC=CC=1)CC.[Cl-]>>[C:1]([O-:5])(=[O:4])[CH:2]=[O:3].[CH:10]([O-:15])=[O:14].[C:17]([O-:27])(=[O:18])[C:16]([O-:20])=[O:19] |f:4.5|. Procedure: Into a 3 oz. Fischer-Porter glass aerosol reaction vessel was placed a magnetic stirring bar and 10 mL of an aqueous solution containing glycolic acid (0.750M), ethylenediamine (0.863M), isobutyric acid (0.100M, HPLC internal standard), and flavin mononucleotide (0.01 mM) at pH 9.0, and the solution cooled to 5° C. To the vessel was then added 0.475 g of Hansenula polymorpha transformant GO1 (10.0 IU glycolate oxidase and 22,100 IU catalase) which had been permeabilized by treatment with 0.1% "T... The reactants are COc1cc(CO)ccc1O, CCCCCCCCCC(=O)O, Cc1ccccc1. The product is CCCCCCCCCC(=O)OCc1ccc(O)c(OC)c1. Reaction SMILES: [CH3:13][O:14][c:15]1[cH:16][c:17]([CH2:18][OH:19])[cH:20][cH:21][c:22]1[OH:23].[CH3:1][CH2:2][CH2:3][CH2:4][CH2:5][CH2:6][CH2:7][CH2:8][CH2:9][C:10]([OH:11])=[O:12].[CH3:24][c:25]1[cH:26][cH:27][cH:28][cH:29][cH:30]1>>[CH3:1][CH2:2][CH2:3][CH2:4][CH2:5][CH2:6][CH2:7][CH2:8][CH2:9][C:10]([O:11][CH2:18][c:17]1[cH:16][c:15]([O:14][CH3:13])[c:22]([OH:23])[cH:21][cH:20]1)=[O:12].